This data is from the Open Reaction Database (ORD), a public repository of structured organic reaction records. The task is: describe an organic reaction: reactants, conditions, products, and yield The reactants are Cn1c(=O)c(-c2ccc(F)cc2)c(-c2ccnc(Oc3ccccc3)n2)n1C1CCN(C(=O)OC(C)(C)C)CC1, ClCCl, O=C(O)C(F)(F)F. The product is O=C([O-])C(F)(F)F, Cn1c(=O)c(-c2ccc(F)cc2)c(-c2ccnc(Oc3ccccc3)n2)n1C1CCNCC1. RXN SMILES: [C:1]([O:2][C:3](=[O:4])[N:8]1[CH2:9][CH2:10][CH:11]([n:14]2[n:15]([CH3:40])[c:16](=[O:39])[c:17](-[c:32]3[cH:33][cH:34][c:35]([F:38])[cH:36][cH:37]3)[c:18]2-[c:19]2[n:20][c:21]([O:25][c:26]3[cH:27][cH:28][cH:29][cH:30][cH:31]3)[n:22][cH:23][cH:24]2)[CH2:12][CH2:13]1)([CH3:5])([CH3:6])[CH3:7].[Cl:48][CH2:49][Cl:50].[F:41][C:42]([C:43](=[O:44])[OH:45])([F:46])[F:47]>>[F:41][C:42]([C:43](=[O:44])[O-:45])([F:46])[F:47].[NH:8]1[CH2:9][CH2:10][CH:11]([n:14]2[n:15]([CH3:40])[c:16](=[O:39])[c:17](-[c:32]3[cH:33][cH:34][c:35]([F:38])[cH:36][cH:37]3)[c:18]2-[c:19]2[n:20][c:21]([O:25][c:26]3[cH:27][cH:28][cH:29][cH:30][cH:31]3)[n:22][cH:23][cH:24]2)[CH2:12][CH2:13]1. Reactants: C(CCC)N(C1=NC=NC(=C1C)C1=CC=C(C=C1)C(F)(F)F)CC1=CC(=C(OCC(=O)OCC)C=C1)C (ethyl {4-[(butyl{5-methyl-6-[4-(trifluoromethyl)phenyl]pyrimidin-4-yl}amino)methyl]-2-methylphenoxy}acetate), [OH-].[Na+] (sodium hydroxide). The solvent is CO (methanol), O1CCCC1 (tetrahydrofuran). Run at time 2 hour. Yields the product C(CCC)N(C1=NC=NC(=C1C)C1=CC=C(C=C1)C(F)(F)F)CC1=CC(=C(OCC(=O)O)C=C1)C ({4-[(Butyl{5-methyl-6-[4-(trifluoromethyl)phenyl]pyrimidin-4-yl}amino)methyl]-2-methylphenoxy}acetic acid). Yield: 99.8%. Reaction SMILES: [CH2:1]([N:5]([CH2:23][C:24]1[CH:36]=[CH:35][C:27]([O:28][CH2:29][C:30]([O:32]CC)=[O:31])=[C:26]([CH3:37])[CH:25]=1)[C:6]1[C:11]([CH3:12])=[C:10]([C:13]2[CH:18]=[CH:17][C:16]([C:19]([F:22])([F:21])[F:20])=[CH:15][CH:14]=2)[N:9]=[CH:8][N:7]=1)[CH2:2][CH2:3][CH3:4].[OH-].[Na+]>CO.O1CCCC1>[CH2:1]([N:5]([CH2:23][C:24]1[CH:36]=[CH:35][C:27]([O:28][CH2:29][C:30]([OH:32])=[O:31])=[C:26]([CH3:37])[CH:25]=1)[C:6]1[C:11]([CH3:12])=[C:10]([C:13]2[CH:14]=[CH:15][C:16]([C:19]([F:20])([F:21])[F:22])=[CH:17][CH:18]=2)[N:9]=[CH:8][N:7]=1)[CH2:2][CH2:3][CH3:4] |f:1.2|. Reported procedure: To a solution of ethyl {4-[(butyl{5-methyl-6-[4-(trifluoromethyl)phenyl]pyrimidin-4-yl}amino)methyl]-2-methylphenoxy}acetate (190 mg, 0.37 mmol) in methanol (4 mL) and tetrahydrofuran (4 mL) was added 2M sodium hydroxide (4 mL). The resulting mixture was stirred at room temperature for 2 h. The solvents were removed in vacuo and the residue was diluted with water (20 mL), acidified with 2M HCl and extracted ethyl acetate (50 mL). The organic solution was washed with brine (20 mL), dried (MgSO4) ... Reactants: CC(=O)OCC1OC(n2c(=O)sc3cnc(NC=O)nc32)C(OC(=O)OC(C)C)C1OC(C)=O, CC(=O)O, CO. The product is CC(=O)OCC1OC(n2c(=O)sc3cnc(N)nc32)C(OC(=O)OC(C)C)C1OC(C)=O. Reaction SMILES: [C:1]([CH3:2])(=[O:3])[O:4][CH2:5][CH:6]1[O:7][CH:8]([n:22]2[c:23](=[O:34])[s:24][c:25]3[c:26]2[n:27][c:28]([NH:31][CH:32]=[O:33])[n:29][cH:30]3)[CH:9]([O:15][C:16](=[O:17])[O:18][CH:19]([CH3:20])[CH3:21])[CH:10]1[O:11][C:12]([CH3:13])=[O:14].[C:35]([OH:36])(=[O:37])[CH3:38].[CH3:39][OH:40]>>[C:1]([CH3:2])(=[O:3])[O:4][CH2:5][CH:6]1[O:7][CH:8]([n:22]2[c:23](=[O:34])[s:24][c:25]3[c:26]2[n:27][c:28]([NH2:31])[n:29][cH:30]3)[CH:9]([O:15][C:16](=[O:17])[O:18][CH:19]([CH3:20])[CH3:21])[CH:10]1[O:11][C:12]([CH3:13])=[O:14]. The reactants are Brc1cccc(Br)n1, COC(C)(C)C, [Li]CCCC, CN1CCC(C(=O)N2CCCC2)CC1. Product: CN1CCC(C(=O)c2cccc(Br)n2)CC1. RXN SMILES: [Br:6][c:7]1[n:8][c:9]([Br:13])[cH:10][cH:11][cH:12]1.[C:28]([O:29][CH3:30])([CH3:31])([CH3:32])[CH3:33].[CH2:1]([Li:2])[CH2:3][CH2:4][CH3:5].[CH3:14][N:15]1[CH2:16][CH2:17][CH:18]([C:21](=[O:22])[N:23]2[CH2:24][CH2:25][CH2:26][CH2:27]2)[CH2:19][CH2:20]1>>[c:7]1([C:21]([CH:18]2[CH2:17][CH2:16][N:15]([CH3:14])[CH2:20][CH2:19]2)=[O:22])[n:8][c:9]([Br:13])[cH:10][cH:11][cH:12]1. Yields the product Cl.CC1=NN(C(=C1)C)C1=NC2=CC=CC=C2C(=N1)NCC ([2-(3,5-Dimethyl-pyrazol-1-yl)-quinazolin-4-yl]-ethylamine, Hydrochloride). Procedure: Was prepared according to Method A from 2,4-dichloroquinazoline, ethylamine and 3,5-dimethylpyrazole. Mp. 286° C. RXN SMILES: [Cl:1][C:2]1[N:11]=[C:10](Cl)[C:9]2[C:4](=[CH:5][CH:6]=[CH:7][CH:8]=2)[N:3]=1.[CH2:13]([NH2:15])[CH3:14].[CH3:16][C:17]1[CH:21]=[C:20]([CH3:22])[NH:19][N:18]=1>>[ClH:1].[CH3:16][C:17]1[CH:21]=[C:20]([CH3:22])[N:19]([C:2]2[N:11]=[C:10]([NH:15][CH2:13][CH3:14])[C:9]3[C:4](=[CH:5][CH:6]=[CH:7][CH:8]=3)[N:3]=2)[N:18]=1 |f:3.4|. The reactants are ClC1=NC2=CC=CC=C2C(=N1)Cl (2,4-dichloroquinazoline), C(C)N (ethylamine), CC1=NNC(=C1)C (3,5-dimethylpyrazole). The reactants are O=C(O)c1cc(Br)ccn1, Cc1cccc(-c2sc(C)nc2C(=O)N2CC3CC(C)CC3C2CN)c1. Product: Cc1cccc(-c2sc(C)nc2C(=O)N2CC3CC(C)CC3C2CNC(=O)c2cc(Br)ccn2)c1. RXN SMILES: [Br:27][c:28]1[cH:29][c:30]([C:34](=[O:35])[OH:36])[n:31][cH:32][cH:33]1.[NH2:1][CH2:2][CH:3]1[CH:4]2[CH2:5][CH:6]([CH3:26])[CH2:7][CH:8]2[CH2:9][N:10]1[C:11](=[O:12])[c:13]1[n:14][c:15]([CH3:25])[s:16][c:17]1-[c:18]1[cH:19][c:20]([CH3:24])[cH:21][cH:22][cH:23]1>>[NH:1]([CH2:2][CH:3]1[CH:4]2[CH2:5][CH:6]([CH3:26])[CH2:7][CH:8]2[CH2:9][N:10]1[C:11](=[O:12])[c:13]1[n:14][c:15]([CH3:25])[s:16][c:17]1-[c:18]1[cH:19][c:20]([CH3:24])[cH:21][cH:22][cH:23]1)[C:34]([c:30]1[cH:29][c:28]([Br:27])[cH:33][cH:32][n:31]1)=[O:35]. The reactants are C1CCOC1, CC#N, COC(=O)C1CCCCC1. The product is N#CCC(=O)C1CCCCC1. As a reaction SMILES: [CH2:14]1[O:15][CH2:16][CH2:17][CH2:18]1.[CH3:1][C:2]#[N:3].[CH:4]1([C:10](=[O:11])[O:12][CH3:13])[CH2:5][CH2:6][CH2:7][CH2:8][CH2:9]1>>[CH2:1]([C:2]#[N:3])[C:10]([CH:4]1[CH2:5][CH2:6][CH2:7][CH2:8][CH2:9]1)=[O:11]. Starting materials: [H][H] (hydrogen), CC=1C(C[C@]23C=4C(=C(C=CC4C[C@H]([C@@H]2C1)N(CC3)C)OC)O)=O (7,8-Didehydro-7,17-dimethyl-4-hydroxy-3-methoxymorphinan-6-one), Cl (HCl). The reagents and catalysts are [Pd] (palladium on activated carbon). Solvent: C(C)O (ethanol). The product is OC1=C(C=CC=2C[C@@H]3[C@@H]4C[C@@H](C(C[C@@]4(C12)CCN3)=O)C)OC (4-Hydroxy-3-methoxy-7α-methylmorphinan-6-one). Yield: 68.3%. Reaction SMILES: [CH3:1][C:2]1[C:3](=[O:23])[CH2:4][C@@:5]23[CH2:18][CH2:17][N:16](C)[C@@H:13]([C@@H:14]2[CH:15]=1)[CH2:12][C:11]1[CH:10]=[CH:9][C:8]([O:20][CH3:21])=[C:7]([OH:22])[C:6]3=1.Cl.[H][H]>C(O)C.[Pd]>[OH:22][C:7]1[C:6]2[C@:5]34[CH2:18][CH2:17][NH:16][C@@H:13]([C@@H:14]3[CH2:15][C@H:2]([CH3:1])[C:3](=[O:23])[CH2:4]4)[CH2:12][C:11]=2[CH:10]=[CH:9][C:8]=1[O:20][CH3:21]. Procedure details: To a solution of 14 (22.0 g, 70 mmole) in 95% ethanol (200 ml) was added concentrated HCl (12 ml) and 10% palladium on activated carbon (2.0 g). The mixture was hydrogenated at an initial pressure of 50 psi until the uptake of hydrogen ceased. The mixture was filtered from the catalyst and the filtrate evaporated to a small volume. The residue was dissolved in water, the solution made basic with concentrated NH4OH and extracted with three portions of chloroform. The chloroform extracts were wash... Reactants: Cl (HCl), ClC1=NC=C(C(=C1)C(=O)NCC12CC3CC(CC(C1)C3)C2)Cl (2,5-dichloro-N-(tricyclo[3.3.1.13,7]dec-1-ylmethyl)-pyridine-4-carboxamide), C(C)(C)(C)OC(=O)N1CCC(CC1)O (1-t-butoxycarbonylpiperidine-4-ol), [H-].[Na+] (sodium hydride). The solvent is C(C)(=O)O (acetic acid), O1CCOCC1 (dioxan), O1CCCC1 (tetrahydrofuran), CO (methanol). The product is Cl.ClC=1C(=CC(=NC1)OC1CCNCC1)C(=O)NCC12CC3CC(CC(C1)C3)C2 (5-Chloro-2-(4-piperidinyloxy)-N-(tricyclo[3.3.1.13,7]dec-1-ylmethyl)-pyridine4-carboxamide, hydrochloride salt). Yield: 23.1%. Reaction SMILES: [Cl:1][C:2]1[CH:7]=[C:6]([C:8]([NH:10][CH2:11][C:12]23[CH2:21][CH:16]4[CH2:17][CH:18]([CH2:20][CH:14]([CH2:15]4)[CH2:13]2)[CH2:19]3)=[O:9])[C:5]([Cl:22])=[CH:4][N:3]=1.C(OC([N:30]1[CH2:35][CH2:34][CH:33]([OH:36])[CH2:32][CH2:31]1)=O)(C)(C)C.[H-].[Na+].Cl>O1CCCC1.CO.O1CCOCC1.C(O)(=O)C>[ClH:1].[Cl:22][C:5]1[C:6]([C:8]([NH:10][CH2:11][C:12]23[CH2:13][CH:14]4[CH2:15][CH:16]([CH2:17][CH:18]([CH2:20]4)[CH2:19]2)[CH2:21]3)=[O:9])=[CH:7][C:2]([O:36][CH:33]2[CH2:34][CH2:35][NH:30][CH2:31][CH2:32]2)=[N:3][CH:4]=1 |f:2.3,9.10|. Procedure: A solution of 2,5-dichloro-N-(tricyclo[3.3.1.13,7]dec-1-ylmethyl)-pyridine-4-carboxamide (0.30 g, Example 1a) and 1-t-butoxycarbonylpiperidine-4-ol (0.344 g) in anhydrous tetrahydrofuran (10 ml) was heated with sodium hydride (50 mg, 60% dispersion) at 70° C. for 24 hours. The solution was cooled, glacial acetic acid (0.1 ml) was added and the mixture partitioned between saturated aqueous sodium bicarbonate solution and dichloromethane. The organic layer was dried over magnesium sulphate, concen...